This data is from the Open Reaction Database (ORD), a public repository of structured organic reaction records. The task is: describe an organic reaction: reactants, conditions, products, and yield Reactants: O=C([O-])O, CN(C)C=O, O=c1[nH]c2ccc([N+](=O)[O-])cc2c(=O)n1CCCl, Fc1ccc(C2(C3CCNCC3)OCCO2)cc1, [I-], [K+], [Na+]. The product is O=c1[nH]c2ccc([N+](=O)[O-])cc2c(=O)n1CCN1CCC(C2(c3ccc(F)cc3)OCCO2)CC1. Reaction SMILES: [C:37](=[O:38])([O-:39])[OH:40].[CH3:44][N:45]([CH3:46])[CH:47]=[O:48].[Cl:1][CH2:2][CH2:3][n:4]1[c:5](=[O:18])[nH:6][c:7]2[cH:8][cH:9][c:10]([N+:15](=[O:16])[O-:17])[cH:11][c:12]2[c:13]1=[O:14].[F:19][c:20]1[cH:21][cH:22][c:23]([C:26]2([CH:31]3[CH2:32][CH2:33][NH:34][CH2:35][CH2:36]3)[O:27][CH2:28][CH2:29][O:30]2)[cH:24][cH:25]1.[I-:43].[K+:42].[Na+:41]>>[CH2:2]([CH2:3][n:4]1[c:5](=[O:18])[nH:6][c:7]2[cH:8][cH:9][c:10]([N+:15](=[O:16])[O-:17])[cH:11][c:12]2[c:13]1=[O:14])[N:34]1[CH2:33][CH2:32][CH:31]([C:26]2([c:23]3[cH:22][cH:21][c:20]([F:19])[cH:25][cH:24]3)[O:27][CH2:28][CH2:29][O:30]2)[CH2:36][CH2:35]1.